Dataset: the Open Reaction Database (ORD), a public repository of structured organic reaction records. Task: describe an organic reaction: reactants, conditions, products, and yield Reactants: CC=1N(C2=C(C(=NC(=C2)C)N(CC2=CC=CC=C2)CC2=CC=CC=C2)N1)CCC1=CC=CC=C1 (2,6-dimethyl-1-(2-phenylethyl)-N4,N4 -bis(phenylmethyl)-1H-imidazo[4,5-c]pyridin-4-amine), C([O-])(O)=O.[Na+] (sodium bicarbonate), O (water). Reagents/catalysts: [OH-].[OH-].[Pd+2] (Palladium hydroxide on carbon), catalyst. Run in C(=O)O (formic acid), CO (methanol). Reaction conditions: time 8 hour. Product: CC=1N(C2=C(C(=NC(=C2)C)N)N1)CCC1=CC=CC=C1 (2,6-Dimethyl-1-(2-phenylethyl)-1H-imidazo[4,5-c]pyridin-4-amine). The yield is 87.5%. As a reaction SMILES: [CH3:1][C:2]1[N:3]([CH2:27][CH2:28][C:29]2[CH:34]=[CH:33][CH:32]=[CH:31][CH:30]=2)[C:4]2[CH:9]=[C:8]([CH3:10])[N:7]=[C:6]([N:11](CC3C=CC=CC=3)CC3C=CC=CC=3)[C:5]=2[N:26]=1.C(=O)(O)[O-].[Na+].O>C(O)=O.CO.[OH-].[OH-].[Pd+2]>[CH3:1][C:2]1[N:3]([CH2:27][CH2:28][C:29]2[CH:34]=[CH:33][CH:32]=[CH:31][CH:30]=2)[C:4]2[CH:9]=[C:8]([CH3:10])[N:7]=[C:6]([NH2:11])[C:5]=2[N:26]=1 |f:1.2,6.7.8|. Procedure: Palladium hydroxide on carbon (0.5 g, Pearlman's catalyst) was added to a mixture of 2,6-dimethyl-1-(2-phenylethyl)-N4,N4 -bis(phenylmethyl)-1H-imidazo[4,5-c]pyridin-4-amine (2.3 g, 5.15 mmole) in formic acid (10 mL). The reaction mixture was heated at reflux overnight. An additional 0.5 g of catalyst was added and refluxing was continued overnight. The reaction mixture was neutralized with saturated sodium bicarbonate solution, diluted with methanol then filtered through a layer of celite to re... The reactants are ClC=1C=CC2=C(C(=NCC=3N2C(=NN3)C(CN3C(C=2C(C3=O)=CC=CC2)=O)C)C2=C(C=CC=C2)F)C1 (N-[2-[8-chloro-6-(o-fluorophenyl)-4H-s-triazolo[4,3-a][1,4]-benzodiazepin-1-yl]propyl]phthalimide), O.NN (hydrazine hydrate), C(C)O (ethanol). Product: NC(CC1=NN=C2N1C1=C(C(=NC2)C2=C(C=CC=C2)F)C=C(C=C1)Cl)C (1-(2-aminopropyl)-8-chloro-6-(o-fluorophenyl)-4H-s-triazolo[4,3-a][1,4]benzodiazepine). Reaction SMILES: [Cl:1][C:2]1[CH:3]=[CH:4][C:5]2[N:11]3[C:12]([CH:15](C)CN4C(=O)C5=CC=CC=C5C4=O)=[N:13][N:14]=[C:10]3[CH2:9][N:8]=[C:7]([C:29]3[CH:34]=[CH:33][CH:32]=[CH:31][C:30]=3[F:35])[C:6]=2[CH:36]=1.O.[NH2:38]N.[CH2:40](O)[CH3:41]>>[NH2:38][CH:40]([CH3:41])[CH2:15][C:12]1[N:11]2[C:5]3[CH:4]=[CH:3][C:2]([Cl:1])=[CH:36][C:6]=3[C:7]([C:29]3[CH:34]=[CH:33][CH:32]=[CH:31][C:30]=3[F:35])=[N:8][CH2:9][C:10]2=[N:14][N:13]=1 |f:1.2|. Reported procedure: In the manner given in Example 21, a solution of N-[2-[8-chloro-6-(o-fluorophenyl)-4H-s-triazolo[4,3-a][1,4]-benzodiazepin-1-yl]propyl]phthalimide in ethanol is heated with hydrazine hydrate to give 1-(2-aminopropyl)-8-chloro-6-(o-fluorophenyl)-4H-s-triazolo[4,3-a][1,4]benzodiazepine.